From a dataset of the Open Reaction Database (ORD), a public repository of structured organic reaction records. describe an organic reaction: reactants, conditions, products, and yield Starting materials: CC#N, NS(=O)(=O)c1ccccc1CCl, C1CCC2=NCCCN2CC1, O, SC1=NCCS1. Yields the product NS(=O)(=O)c1ccccc1CSC1=NCCS1. Reaction SMILES: [CH3:30][C:31]#[N:32].[Cl:18][CH2:19][c:20]1[c:21]([S:26](=[O:27])(=[O:28])[NH2:29])[cH:22][cH:23][cH:24][cH:25]1.[N:1]12[CH2:2][CH2:3][CH2:4][N:5]=[C:6]1[CH2:7][CH2:8][CH2:9][CH2:10][CH2:11]2.[OH2:33].[SH:12][C:13]1=[N:17][CH2:16][CH2:15][S:14]1>>[S:12]([C:13]1=[N:17][CH2:16][CH2:15][S:14]1)[CH2:19][c:20]1[c:21]([S:26](=[O:27])(=[O:28])[NH2:29])[cH:22][cH:23][cH:24][cH:25]1. Starting materials: C(C)(=O)O (acetic acid), O (water), [BH4-].[Na+] (sodium borohydride), C(C)(=O)OCCN1C(=CC(=C1)Br)C(C(=O)OCC)=O (ethyl 1-(2-acetoxyethyl)-4-bromopyrrole-2-glyoxalate). Run in CO (Methanol), CO (methanol). Run at temperature -50 celsius, time 5 minute. Product: C(C)(=O)OCCN1C(=CC(=C1)Br)C(C(=O)OCC)O (ethyl 1-(2-acetoxyethyl)-4-bromopyrrole-2-glycolate). As a reaction SMILES: O.[BH4-].[Na+].[C:4]([O:7][CH2:8][CH2:9][N:10]1[CH:14]=[C:13]([Br:15])[CH:12]=[C:11]1[C:16](=[O:22])[C:17]([O:19][CH2:20][CH3:21])=[O:18])(=[O:6])[CH3:5].C(O)(=O)C>CO>[C:4]([O:7][CH2:8][CH2:9][N:10]1[CH:14]=[C:13]([Br:15])[CH:12]=[C:11]1[CH:16]([OH:22])[C:17]([O:19][CH2:20][CH3:21])=[O:18])(=[O:6])[CH3:5] |f:1.2|. Procedure: Methanol (100 ml) containing 2.5 ml water is cooled to -50° C. and 3.07 g of sodium borohydride (81.2 mmole) is added with stirring. After 5 minutes, ethyl 1-(2-acetoxyethyl)-4-bromopyrrole-2-glyoxalate (8.9 g -26.7 mmole) is dissolved in 40 ml methanol and added at a rate such that the reaction temperature does not exceed -40° C. After 1 hour at this temperature, 50% aqueous acetic acid is added until the solution is weakly acidic. The methanol is then removed in vacuo, 100 ml ethyl acetate is ... Starting materials: Cc1cc2ccccc2[nH]1, CO, [I-], I, [K+], S=C1NCCN1, O. Product: Cc1[nH]c2ccccc2c1SC1=NCCN1, I. Reaction SMILES: [CH3:1][c:2]1[nH:3][c:4]2[cH:5][cH:6][cH:7][cH:8][c:9]2[cH:10]1.[CH3:20][OH:21].[I-:12].[I:13].[K+:11].[NH:14]1[C:15](=[S:19])[NH:16][CH2:17][CH2:18]1.[OH2:22]>>[CH3:1][c:2]1[nH:3][c:4]2[cH:5][cH:6][cH:7][cH:8][c:9]2[c:10]1[S:19][C:15]1=[N:14][CH2:18][CH2:17][NH:16]1.[IH:12]. Reactants: CS(=O)(=O)Nn1c(=O)[nH]c2cc([N+](=O)[O-])c(F)cc2c1=O, NC(CO)Cc1c[nH]cn1. RXN SMILES: [F:1][c:2]1[cH:3][c:4]2[c:5](=[O:21])[n:6]([NH:16][S:17](=[O:18])(=[O:19])[CH3:20])[c:7](=[O:15])[nH:8][c:9]2[cH:10][c:11]1[N+:12](=[O:13])[O-:14].[NH2:22][CH:23]([CH2:24][OH:25])[CH2:26][c:27]1[n:28][cH:29][nH:30][cH:31]1>>[c:2]1([NH:22][CH:23]([CH2:24][OH:25])[CH2:26][c:27]2[n:28][cH:29][nH:30][cH:31]2)[cH:3][c:4]2[c:5](=[O:21])[n:6]([NH:16][S:17](=[O:18])(=[O:19])[CH3:20])[c:7](=[O:15])[nH:8][c:9]2[cH:10][c:11]1[N+:12](=[O:13])[O-:14]. Product: CS(=O)(=O)Nn1c(=O)[nH]c2cc([N+](=O)[O-])c(NC(CO)Cc3c[nH]cn3)cc2c1=O. The reactants are CC(C)(C)OC(=O)NCC(CCn1ccc(=O)[nH]c1=O)COC(c1ccccc1)(c1ccccc1)c1ccccc1, ClCCl, O=C(O)C(F)(F)F. Yields the product NCC(CCn1ccc(=O)[nH]c1=O)COC(c1ccccc1)(c1ccccc1)c1ccccc1. Reaction SMILES: [C:8]([O:9][C:10](=[O:11])[NH:14][CH2:15][CH:16]([CH2:17][CH2:18][n:19]1[c:20](=[O:26])[nH:21][c:22](=[O:25])[cH:23][cH:24]1)[CH2:27][O:28][C:29]([c:30]1[cH:31][cH:32][cH:33][cH:34][cH:35]1)([c:36]1[cH:37][cH:38][cH:39][cH:40][cH:41]1)[c:42]1[cH:43][cH:44][cH:45][cH:46][cH:47]1)([CH3:12])([CH3:13])[CH3:48].[Cl:49][CH2:50][Cl:51].[F:1][C:2]([F:3])([F:4])[C:5]([OH:6])=[O:7]>>[NH2:14][CH2:15][CH:16]([CH2:17][CH2:18][n:19]1[c:20](=[O:26])[nH:21][c:22](=[O:25])[cH:23][cH:24]1)[CH2:27][O:28][C:29]([c:30]1[cH:31][cH:32][cH:33][cH:34][cH:35]1)([c:36]1[cH:37][cH:38][cH:39][cH:40][cH:41]1)[c:42]1[cH:43][cH:44][cH:45][cH:46][cH:47]1.